Dataset: the Open Reaction Database (ORD), a public repository of structured organic reaction records. Task: describe an organic reaction: reactants, conditions, products, and yield Starting materials: FC=1C=CC=C2C(=CC=NC12)NC(=O)NC1=NC(=CC=C1)I (1-(8-Fluoroquinolin-4-yl)-3-(6-iodopyridin-2-yl)urea), CC1(OB(OC1(C)C)C1=CCN(CC1)C(=O)OC(C)(C)C)C (tert-butyl 4-(4,4,5,5-tetramethyl-1,3,2-dioxaborolan-2-yl)-5,6-dihydropyridine-1(2H)-carboxylate), O1CCC(=CC1)B1OC(C(O1)(C)C)(C)C (2-(3,6-dihydro-2H-pyran-4-yl)-4,4,5,5-tetramethyl-1,3,2-dioxaborolane). Yields the product O1CCC(=CC1)C1=CC=CC(=N1)NC(=O)NC1=CC=NC2=C(C=CC=C12)F (1-[6-(3,6-Dihydro-2H-pyran-4-yl)-pyridin-2-yl]-3-(8-fluoro-quinolin-4-yl)-urea). As a reaction SMILES: [F:1][C:2]1[CH:3]=[CH:4][CH:5]=[C:6]2[C:11]=1[N:10]=[CH:9][CH:8]=[C:7]2[NH:12][C:13]([NH:15][C:16]1[CH:21]=[CH:20][CH:19]=[C:18](I)[N:17]=1)=[O:14].CC1(C)C(C)(C)OB(C2CCN(C(OC(C)(C)C)=O)CC=2)O1.[O:45]1[CH2:50][CH:49]=[C:48](B2OC(C)(C)C(C)(C)O2)[CH2:47][CH2:46]1>>[O:45]1[CH2:46][CH:47]=[C:48]([C:18]2[N:17]=[C:16]([NH:15][C:13]([NH:12][C:7]3[C:6]4[C:11](=[C:2]([F:1])[CH:3]=[CH:4][CH:5]=4)[N:10]=[CH:9][CH:8]=3)=[O:14])[CH:21]=[CH:20][CH:19]=2)[CH2:49][CH2:50]1. Reported procedure: The title compound was prepared as described in example 27 step 2, substituting 1-(6-bromo-quinolin-4-yl)-3-(6-trifluoromethyl-pyridin-2-yl)-urea by 1-(8-fluoroquinolin-4-yl)-3-(6-iodopyridin-2-yl)urea (example 47, step 1) and tert-butyl 4-(4,4,5,5-tetramethyl-1,3,2-dioxaborolan-2-yl)-5,6-dihydropyridine-1(2H)-carboxylate by 2-(3,6-dihydro-2H-pyran-4-yl)-4,4,5,5-tetramethyl-1,3,2-dioxaborolane. Starting materials: C1(C=CC=C2C3=CC=CC=C3C=C12)=O (fluorenone), C(C)(=O)C1=CC=2CC3=CC=CC=C3C2C=C1 (2-acetylfluorene), [Cr](=O)(=O)(O)O (chromic acid), C(C)(=O)OC(C)=O (acetic anhydride), [Cl-].[Al+3].[Cl-].[Cl-] (aluminum chloride). Run in C(C)(=O)O (acetic acid). The product is C(C)(=O)C=1C(C2=CC3=CC=CC=C3C2=CC1)=O (2-acetylfluorenone). RXN SMILES: [C:1]1(=[O:14])[C:13]2[C:5]([C:6]3[C:11]([CH:12]=2)=[CH:10][CH:9]=[CH:8][CH:7]=3)=[CH:4][CH:3]=[CH:2]1.[C:15](OC(=O)C)(=[O:17])[CH3:16].[Cl-].[Al+3].[Cl-].[Cl-].C(C1C=CC2C3C(=CC=CC=3)CC=2C=1)(=O)C.[Cr](O)(O)(=O)=O>C(O)(=O)C>[C:15]([C:2]1[C:1](=[O:14])[C:13]2[C:5](=[CH:4][CH:3]=1)[C:6]1[C:11](=[CH:10][CH:9]=[CH:8][CH:7]=1)[CH:12]=2)(=[O:17])[CH3:16] |f:2.3.4.5|. Procedure: A method of producing the bisulphite compound of 2-fluorenonyl-glyoxal, viz, the active principle of said medicinal preparation, consists in that fluorene is acylated by dichloroacetyl chloride in the presence of aluminum chloride and phosphoryl chloride in an organic solvent, the resultant 2-ω-dichloroacetylfluorene is oxidized by the salts of chromic acid in an acetic-acid medium at 50°-90° C into 2-ω-dichloroacetylfluorenone which is made to interact with morpholine at 50°-98° C to form 2-ω-d... Product: C(C)NC(NC1=CC(=C(C=N1)C=1C=CC(=C(C(=O)O)C1)F)C=1SC=C(N1)C(F)(F)F)=O (5-(6-(3-ethylureido)-4-(4-(trifluoromethyl)thiazol-2-yl)pyridin-3-yl)-2-fluorobenzoic acid). Starting materials: C(C)NC(NC1=CC(=C(C=N1)B(O)O)C=1SC=C(N1)C(F)(F)F)=O (6-(3-ethylureido)-4-(4-(trifluoromethyl)thiazol-2-yl)pyridin-3-ylboronic acid), C([O-])([O-])=O.[Cs+].[Cs+] (cesium carbonate), FC1=C(C(=O)O)C=C(C=C1)I (2-fluoro-5-iodobenzoic acid), Cl (HCl), C(C)NC(=O)NC1=NC=C(C(=C1)C=1SC=C(N1)C(F)(F)F)B1OC(C(O1)(C)C)(C)C (1-Ethyl-3-(5-(4,4,5,5-tetramethyl-1,3,2-dioxaborolan-2-yl)-4-(4-(trifluoromethyl)thiazol-2-yl)pyridin-2-yl)urea), C(C)NC(=O)NC1=NC=C(C(=C1)C=1SC=C(N1)C(F)(F)F)B1OC(C(O1)(C)C)(C)C (1-Ethyl-3-(5-(4,4,5,5-tetramethyl-1,3,2-dioxaborolan-2-yl)-4-(4-(trifluoromethyl)thiazol-2-yl)pyridin-2-yl)urea), tetrakis(triphenylphosine)palladium(0). RXN SMILES: [CH2:1]([NH:3][C:4](=[O:24])[NH:5][C:6]1[N:11]=[CH:10][C:9](B(O)O)=[C:8]([C:15]2[S:16][CH:17]=[C:18]([C:20]([F:23])([F:22])[F:21])[N:19]=2)[CH:7]=1)[CH3:2].C(NC(NC1C=C(C2SC=C(C(F)(F)F)N=2)C(B2OC(C)(C)C(C)(C)O2)=CN=1)=O)C.[F:55][C:56]1[CH:64]=[CH:63][C:62](I)=[CH:61][C:57]=1[C:58]([OH:60])=[O:59].C(=O)([O-])[O-].[Cs+].[Cs+].Cl>O1CCOCC1.O.CCOC(C)=O>[CH2:1]([NH:3][C:4](=[O:24])[NH:5][C:6]1[N:11]=[CH:10][C:9]([C:62]2[CH:63]=[CH:64][C:56]([F:55])=[C:57]([CH:61]=2)[C:58]([OH:60])=[O:59])=[C:8]([C:15]2[S:16][CH:17]=[C:18]([C:20]([F:23])([F:22])[F:21])[N:19]=2)[CH:7]=1)[CH3:2] |f:3.4.5|. Run at temperature 0 celsius. Reported procedure: 6-(3-ethylureido)-4-(4-(trifluoromethyl)thiazol-2-yl)pyridin-3-ylboronic acid (Intermediate 17, 0.261 g, 0.72 mmol, Intermediate 17) and 2-fluoro-5-iodobenzoic acid (0.175 g, 0.66 mmol, aldrich) were combined in dioxane (1 ml). A solution of cesium carbonate (0.364 g, 1.12 mmol) in water (0.658 ml) was added followed by tetrakis(triphenylphosine)palladium(0) (0.076 g, 0.07 mmol, strem) and additional dioxane (2.63 ml). The flask was placed in an oil bath preheated to 100° C. and was heated for 1... The yield is 60.0%. Solvent: O1CCOCC1 (dioxane), O (water), O1CCOCC1 (dioxane), CCOC(=O)C (EtOAc). The reactants are ClC1=C(C=C2C(C(=CN(C2=C1)CC)C(=O)O)=O)F (7-chloro-1-ethyl-6-fluoro-1,4-dihydro-4-oxoquinoline-3-carboxylic acid), N1=CC=C(C=C1)N1CCNCC1 ((4-pyridyl)piperazine), ice water. Run in N1=CC=CC=C1 (pyridine). Conditions: temperature 125 celsius, time 1 hour. The product is C(C)N1C=C(C(C2=CC(=C(C=C12)N1CCN(CC1)C1=CC=NC=C1)F)=O)C(=O)O (1-Ethyl-6-fluoro-7-[4-(4-pyridyl)piperazin-1-yl]-1,4-dihydro-4-oxoquinoline-3-carboxylic acid). The yield is 21.9%. As a reaction SMILES: Cl[C:2]1[CH:11]=[C:10]2[C:5]([C:6](=[O:17])[C:7]([C:14]([OH:16])=[O:15])=[CH:8][N:9]2[CH2:12][CH3:13])=[CH:4][C:3]=1[F:18].[N:19]1[CH:24]=[CH:23][C:22]([N:25]2[CH2:30][CH2:29][NH:28][CH2:27][CH2:26]2)=[CH:21][CH:20]=1>N1C=CC=CC=1>[CH2:12]([N:9]1[C:10]2[C:5](=[CH:4][C:3]([F:18])=[C:2]([N:28]3[CH2:29][CH2:30][N:25]([C:22]4[CH:23]=[CH:24][N:19]=[CH:20][CH:21]=4)[CH2:26][CH2:27]3)[CH:11]=2)[C:6](=[O:17])[C:7]([C:14]([OH:16])=[O:15])=[CH:8]1)[CH3:13]. Reported procedure: A mixture of 0.31 g of 7-chloro-1-ethyl-6-fluoro-1,4-dihydro-4-oxoquinoline-3-carboxylic acid, 0.33 g of (4-pyridyl)piperazine and 2 ml of pyridine was stirred at 125° C. for 1 hour. After cooling, the reaction mixture was added to ice water to cause crystallization. The resulting crystal was collected by filtration, washed with ethyl ether and then recrystallized from ethanol to yield 0.1 g of the title compound. Reactants: [OH-].[Na+] (NaOH), N[C@H](C)C(=O)O (D-alanine), [OH-].[Na+] (NaOH), COC(=O)Cl (MeOC(O)Cl). Run in C(C)OCC (diethyl ether). Conditions: time 3 hour. Product: COC(=O)N[C@H](C)C(=O)O (N-methoxycarbonyl-D-alanine). RXN SMILES: [NH2:1][C@@H:2]([C:4]([OH:6])=[O:5])[CH3:3].[OH-].[Na+].[CH3:9][O:10][C:11](Cl)=[O:12]>C(OCC)C>[CH3:9][O:10][C:11]([NH:1][C@@H:2]([C:4]([OH:6])=[O:5])[CH3:3])=[O:12] |f:1.2|. Procedure: To a solution of D-alanine (5 g, 56.1 mmol) in 1 N NaOH (152 mL, 152 mmol) at 0° C. is added a solution of MeOC(O)Cl (6.5 mL, 84.2 mmol) in diethyl ether (30 mL). The mixture is stirred in ice bath for 3 hours and then adjusted to pH 9 with 1 N NaOH. After stirring at room temperature for 1 hour, the mixture is washed with ether (3×50 mL), acidified to pH ˜2 with 5 N HCl, extracted with EtOAc (5×50 mL). The organic extract is washed with water, brine, and then dried (MgSO4). The solvent is remov... Starting materials: CC1(C(C(CC1)(C)C)NC(C(C)(C)NC(=O)OCC1=CC=CC=C1)=O)C (N-Cbz-2-aminoisobutyric acid 2,2,5,5-tetramethylcyclopentyl amide). The reagents and catalysts are [Pd] (Pd/C). Solvent: CO (CH3OH). Yields the product CC1(C(C(CC1)(C)C)NC(C(C)(C)N)=O)C (2-aminoisobutyric acid 2,2,5,5-tetramethylcyclopentyl amide). As a reaction SMILES: [CH3:1][C:2]1([CH3:26])[CH2:6][CH2:5][C:4]([CH3:8])([CH3:7])[CH:3]1[NH:9][C:10](=[O:25])[C:11]([NH:14]C(OCC1C=CC=CC=1)=O)([CH3:13])[CH3:12]>CO.[Pd]>[CH3:1][C:2]1([CH3:26])[CH2:6][CH2:5][C:4]([CH3:7])([CH3:8])[CH:3]1[NH:9][C:10](=[O:25])[C:11]([NH2:14])([CH3:13])[CH3:12]. Reported procedure: N-Cbz-2-aminoisobutyric acid 2,2,5,5-tetramethylcyclopentyl amide is dissolved in CH3OH and is hydrogenated over 5% Pd/C in a Parr hydrogenation apparatus. When the reaction is complete the mixture is filtered through Celite and concentrated to yield 2-aminoisobutyric acid 2,2,5,5-tetramethylcyclopentyl amide. The reactants are NC1CCN(Cc2ccccc2)C1, CN1CCCC1=O, CC(C)(C)OC(=O)NC1CCC(NC(=O)Oc2ccccc2)CC1. Yields the product CC(C)(C)OC(=O)NC1CCC(NC(=O)NC2CCN(Cc3ccccc3)C2)CC1. As a reaction SMILES: [CH2:25]([c:26]1[cH:27][cH:28][cH:29][cH:30][cH:31]1)[N:32]1[CH2:33][CH:34]([NH2:37])[CH2:35][CH2:36]1.[CH3:38][N:39]1[CH2:40][CH2:41][CH2:42][C:43]1=[O:44].[c:1]1([O:2][C:8]([NH:9][CH:10]2[CH2:11][CH2:12][CH:13]([NH:16][C:17](=[O:18])[O:19][C:20]([CH3:21])([CH3:22])[CH3:23])[CH2:14][CH2:15]2)=[O:24])[cH:3][cH:4][cH:5][cH:6][cH:7]1>>[C:8]([NH:9][CH:10]1[CH2:11][CH2:12][CH:13]([NH:16][C:17](=[O:18])[O:19][C:20]([CH3:21])([CH3:22])[CH3:23])[CH2:14][CH2:15]1)(=[O:24])[NH:37][CH:34]1[CH2:33][N:32]([CH2:25][c:26]2[cH:27][cH:28][cH:29][cH:30][cH:31]2)[CH2:36][CH2:35]1.